This data is from the Open Reaction Database (ORD), a public repository of structured organic reaction records. The task is: describe an organic reaction: reactants, conditions, products, and yield The reactants are O=C([O-])O, CCOC(C)=O, CN(C)C=Cc1cnc(C(=O)OC(C)(C)C)cn1, [O-][I+3]([O-])([O-])[O-], [Na+], [Na+], C1CCOC1, O. The product is CC(C)(C)OC(=O)c1cnc(C=O)cn1. RXN SMILES: [C:25]([O-:26])(=[O:27])[OH:28].[CH3:30][CH2:31][O:32][C:33](=[O:34])[CH3:35].[CH3:7][N:8]([CH3:9])[CH:24]=[CH:10][c:11]1[n:12][cH:13][c:14]([C:17](=[O:18])[O:19][C:20]([CH3:21])([CH3:22])[CH3:23])[n:15][cH:16]1.[I+3:1]([O-:2])([O-:3])([O-:4])[O-:5].[Na+:29].[Na+:6].[O:37]1[CH2:38][CH2:39][CH2:40][CH2:41]1.[OH2:36]>>[CH:10]([c:11]1[n:12][cH:13][c:14]([C:17](=[O:18])[O:19][C:20]([CH3:21])([CH3:22])[CH3:23])[n:15][cH:16]1)=[O:26]. Starting materials: O=C([O-])O, COc1cc(OC)c([N+](=O)[O-])cc1OC, CCOC(C)=O, [Na+], O, O, Cl[Sn](Cl)(Cl)Cl. The product is COc1cc(OC)c(OC)cc1N. Reaction SMILES: [C:23](=[O:24])([OH:25])[O-:26].[CH3:1][O:2][c:3]1[c:4]([O:14][CH3:15])[cH:5][c:6]([O:12][CH3:13])[c:7]([N+:9]([O-:10])=[O:11])[cH:8]1.[CH3:28][CH2:29][O:30][C:31](=[O:32])[CH3:33].[Na+:27].[OH2:16].[OH2:17].[Sn:18]([Cl:19])([Cl:20])([Cl:21])[Cl:22]>>[CH3:1][O:2][c:3]1[c:4]([O:14][CH3:15])[cH:5][c:6]([O:12][CH3:13])[c:7]([NH2:9])[cH:8]1. Starting materials: C(C)OC(CC1CCN(CC1)C1=C(C=CC=C1)N)=O ([1-(2-amino-phenyl)-piperidin-4-yl]-acetic acid ethyl ester), ClC=1C=C(C(=O)Cl)C=CC1 (3-chlorobenzoyl chloride). The solvent is C(C)#N (acetonitrile). Reaction conditions: time 8 hour. The product is C(C)OC(CC1CCN(CC1)C1=C(C=CC=C1)NC(C1=CC(=CC=C1)Cl)=O)=O ({1-[2-(3-chloro-benzoylamino)-phenyl]-piperidin-4-yl}-acetic acid ethyl ester). Yield: 44.6%. RXN SMILES: [CH2:1]([O:3][C:4](=[O:19])[CH2:5][CH:6]1[CH2:11][CH2:10][N:9]([C:12]2[CH:17]=[CH:16][CH:15]=[CH:14][C:13]=2[NH2:18])[CH2:8][CH2:7]1)[CH3:2].[Cl:20][C:21]1[CH:22]=[C:23]([CH:27]=[CH:28][CH:29]=1)[C:24](Cl)=[O:25]>C(#N)C>[CH2:1]([O:3][C:4](=[O:19])[CH2:5][CH:6]1[CH2:7][CH2:8][N:9]([C:12]2[CH:17]=[CH:16][CH:15]=[CH:14][C:13]=2[NH:18][C:24](=[O:25])[C:23]2[CH:27]=[CH:28][CH:29]=[C:21]([Cl:20])[CH:22]=2)[CH2:10][CH2:11]1)[CH3:2]. Procedure: To a solution of 0.500 g (1.91 mmol) of [1-(2-amino-phenyl)-piperidin-4-yl]-acetic acid ethyl ester in acetonitrile (100 mL) is added 0.25 mL (1.9 mmol) of 3-chlorobenzoyl chloride. The mixture is stirred at room temperature overnight. The mixture is concentrated under reduced pressure and the residue is purified by flash silica gel chromatography to provide 0.34 g (44%) of {1-[2-(3-chloro-benzoylamino)-phenyl]-piperidin-4-yl}-acetic acid ethyl ester as a clear oil. The reactants are ClC=1C=C(N)C=CC1F (3-chloro-4-fluoroaniline), Cl (HCl). Solvent: CO (methanol). Yields the product Cl.ClC=1C=C(N)C=CC1F (3-chloro-4-fluoro-aniline hydrochloride). Reaction SMILES: [Cl:1][C:2]1[CH:3]=[C:4]([CH:6]=[CH:7][C:8]=1[F:9])[NH2:5].Cl>CO>[ClH:1].[Cl:1][C:2]1[CH:3]=[C:4]([CH:6]=[CH:7][C:8]=1[F:9])[NH2:5] |f:3.4|. Reported procedure: 1.75 g (12 mmol) of 3-chloro-4-fluoroaniline are dissolved in 20 ml of methanol, and 3 ml (12 mmol) of HCl (4.0N) are added. Concentration and drying (40° C., HV) yield 3-chloro-4-fluoro-aniline hydrochloride.